Dataset: the Open Reaction Database (ORD), a public repository of structured organic reaction records. Task: describe an organic reaction: reactants, conditions, products, and yield Reported procedure: IPEA (2.5 mL) was added to a suspension of (E)-3-[3-methoxy-4-(4-methyl-1H-imidazol-1-yl)phenyl]acrylic acid hydrazide (500 mg) in methylene chloride (12 mL) at room temperature, and the reaction solution was stirred at room temperature for 10 minutes. 4-benzoylbutyric acid (334 mg) and BOPCl (442 mg) were added to the reaction solution at room temperature, and the reaction solution was stirred at room temperature for four hours. A saturated sodium bicarbonate solution was added to the reaction ... Conditions: time 10 minute. Yields the product COC=1C=C(C=CC1N1C=NC(=C1)C)/C=C/C(=O)NNC(CCCC(C1=CC=CC=C1)=O)=O (5-oxo-5-phenylpentanoic acid N′-{(E)-3-[3-methoxy-4-(4-methyl-1H-imidazol-1-yl)phenyl]acryloyl}hydrazide). As a reaction SMILES: C(N(C(C)C)CC)(C)C.[CH3:10][O:11][C:12]1[CH:13]=[C:14](/[CH:24]=[CH:25]/[C:26]([NH:28][NH2:29])=[O:27])[CH:15]=[CH:16][C:17]=1[N:18]1[CH:22]=[C:21]([CH3:23])[N:20]=[CH:19]1.[C:30]([CH2:38][CH2:39][CH2:40][C:41](O)=[O:42])(=[O:37])[C:31]1[CH:36]=[CH:35][CH:34]=[CH:33][CH:32]=1.C1N(P(Cl)(N2C(=O)OCC2)=O)C(=O)OC1.C(=O)(O)[O-].[Na+]>C(Cl)Cl>[CH3:10][O:11][C:12]1[CH:13]=[C:14](/[CH:24]=[CH:25]/[C:26]([NH:28][NH:29][C:41](=[O:42])[CH2:40][CH2:39][CH2:38][C:30](=[O:37])[C:31]2[CH:36]=[CH:35][CH:34]=[CH:33][CH:32]=2)=[O:27])[CH:15]=[CH:16][C:17]=1[N:18]1[CH:22]=[C:21]([CH3:23])[N:20]=[CH:19]1 |f:4.5|. The yield is 89.2%. Reactants: C([O-])(O)=O.[Na+] (sodium bicarbonate), C(C)(C)N(CC)C(C)C (IPEA), COC=1C=C(C=CC1N1C=NC(=C1)C)/C=C/C(=O)NN ((E)-3-[3-methoxy-4-(4-methyl-1H-imidazol-1-yl)phenyl]acrylic acid hydrazide), C(C1=CC=CC=C1)(=O)CCCC(=O)O (4-benzoylbutyric acid), C1COC(=O)N1P(=O)(N2CCOC2=O)Cl (BOPCl). The solvent is C(Cl)Cl (methylene chloride). As a reaction SMILES: [CH3:16][OH:17].[CH3:3][O:4][C:5]([c:6]1[cH:7][cH:8][c:9]([C:12]#[CH:13])[cH:10][cH:11]1)=[O:14].[Li+:2].[OH-:1].[OH2:15].[OH2:18]>>[O:4]=[C:5]([c:6]1[cH:7][cH:8][c:9]([C:12]#[CH:13])[cH:10][cH:11]1)[OH:14]. Starting materials: CO, C#Cc1ccc(C(=O)OC)cc1, [Li+], [OH-], O, O. The product is C#Cc1ccc(C(=O)O)cc1. Run in CC(=O)C (acetone). Yields the product COC1=C(C=CC=C1)SC(CN1C=NC=C1)CCC1=CC=C(C=C1)Cl (1-[2-(2-methoxyphenylthio)-4-(4-chlorophenyl)-n-butyl]imidazole). Reaction SMILES: Cl[CH:2]([CH2:9][CH2:10][C:11]1[CH:16]=[CH:15][C:14]([Cl:17])=[CH:13][CH:12]=1)[CH2:3][N:4]1[CH:8]=[CH:7][N:6]=[CH:5]1.[CH3:18][O:19][C:20]1[CH:25]=[CH:24][CH:23]=[CH:22][C:21]=1[SH:26].C(=O)([O-])[O-].[K+].[K+]>CC(C)=O>[CH3:18][O:19][C:20]1[CH:25]=[CH:24][CH:23]=[CH:22][C:21]=1[S:26][CH:2]([CH2:9][CH2:10][C:11]1[CH:16]=[CH:15][C:14]([Cl:17])=[CH:13][CH:12]=1)[CH2:3][N:4]1[CH:8]=[CH:7][N:6]=[CH:5]1 |f:2.3.4|. Reactants: ClC(CN1C=NC=C1)CCC1=CC=C(C=C1)Cl (1-[2-Chloro-4-(4-chlorophenyl)-n-butyl]imidazole), COC1=C(C=CC=C1)S (2-methoxythiophenol), C([O-])([O-])=O.[K+].[K+] (potassium carbonate). Procedure details: 1-[2-Chloro-4-(4-chlorophenyl)-n-butyl]imidazole (prepared from 2.0 g of alcohol as in Preparation D) was treated with 2-methoxythiophenol (1.68 g) and anhydrous potassium carbonate (1.60 g) in acetone using the procedure of Example 1 to afford 1-[2-(2-methoxyphenylthio)-4-(4-chlorophenyl)-n-butyl]imidazole which was converted to its nitrate salt and recrystallized from ethyl acetate to give 3.10 g of microcrystals, mp 105°-106.5° C. Starting materials: C(CCCCCCCCC)(=O)Cl (decanoyl chloride), C(C)[C@]12[C@H](CC[C@H]2[C@H]2[C@H](CC1)[C@H]1CCC(C=C1CC2)=O)O (13β-ethyl-17β-hydroxy-gon-4-en-3-one). The solvent is N1=CC=CC=C1 (pyridine), Cl (hydrochloric acid). Reaction conditions: time 8 hour. The product is C(C)[C@]12[C@H](CC[C@H]2[C@H]2[C@H](CC1)[C@H]1CCC(C=C1CC2)=O)OC(CCCCCCCCC)=O (13β-Ethyl-17β-decanoyloxy-gon-4-en-3-one). The yield is 50.1%. As a reaction SMILES: [C:1](Cl)(=[O:11])[CH2:2][CH2:3][CH2:4][CH2:5][CH2:6][CH2:7][CH2:8][CH2:9][CH3:10].[CH2:13]([C@:15]12[CH2:23][CH2:22][C@@H:21]3[C@@H:24]4[C:29]([CH2:30][CH2:31][C@H:20]3[C@@H:19]1[CH2:18][CH2:17][C@@H:16]2[OH:33])=[CH:28][C:27](=[O:32])[CH2:26][CH2:25]4)[CH3:14]>N1C=CC=CC=1.Cl>[CH2:13]([C@:15]12[CH2:23][CH2:22][C@@H:21]3[C@@H:24]4[C:29]([CH2:30][CH2:31][C@H:20]3[C@@H:19]1[CH2:18][CH2:17][C@@H:16]2[O:33][C:1](=[O:11])[CH2:2][CH2:3][CH2:4][CH2:5][CH2:6][CH2:7][CH2:8][CH2:9][CH3:10])=[CH:28][C:27](=[O:32])[CH2:26][CH2:25]4)[CH3:14]. Reported procedure: Add decanoyl chloride (1.9 g.) to 13β-ethyl-17β-hydroxy-gon-4-en-3-one (1.3 g.) in pyridine (12.5 cc.) and allow the mixture to stand at room temperature overnight. Pour the mixture in 2N hydrochloric acid and extract with ether. Wash, dry and evaporate the extracts and recrystallize the residue from benzene-hexane to give the title compound (1.0 g.), m.p. 97°-97.5°; ultraviolet absorption peak at 239 mμ (ε16,500); infrared absorption peaks at 5.74; 5.99, 6.17 μ. Reactants: CC(C)(C)OC(=O)NC(CO)CC(=O)OCc1ccccc1, CC(Cl)Cl, ClCCl, Cc1ccc(S(=O)(=O)OS(=O)(=O)c2ccc(C)cc2)cc1, c1ccncc1. The product is O=C(CC1COC(=O)N1)OCc1ccccc1. As a reaction SMILES: [C:1]([O:2][C:6](=[O:7])[NH:8][CH:9]([CH2:10][C:11](=[O:12])[O:13][CH2:14][c:15]1[cH:16][cH:17][cH:18][cH:19][cH:20]1)[CH2:21][OH:22])([CH3:3])([CH3:4])[CH3:5].[Cl:50][CH:51]([Cl:52])[CH3:53].[Cl:54][CH2:55][Cl:56].[c:29]1([CH3:30])[cH:31][cH:32][c:33]([S:34]([O:35][S:36]([c:37]2[cH:38][cH:39][c:40]([CH3:41])[cH:42][cH:43]2)(=[O:44])=[O:45])(=[O:46])=[O:47])[cH:48][cH:49]1.[cH:23]1[cH:24][cH:25][n:26][cH:27][cH:28]1>>[C:6]1(=[O:7])[NH:8][CH:9]([CH2:10][C:11](=[O:12])[O:13][CH2:14][c:15]2[cH:16][cH:17][cH:18][cH:19][cH:20]2)[CH2:21][O:22]1. As a reaction SMILES: [CH3:1][O:2][C:3]([C:5]1[CH:25]=[CH:24][C:8]2[NH:9][C:10]([C:12](=[O:23])[NH:13][CH:14]3[CH2:19][CH2:18][N:17]([CH:20]([CH3:22])[CH3:21])[CH2:16][CH2:15]3)=[N:11][C:7]=2[CH:6]=1)=[O:4].Br[CH2:27][C:28]1[CH:33]=[CH:32][CH:31]=[C:30]([O:34][CH3:35])[CH:29]=1.CC#N.O>C(O)=O>[CH3:1][O:2][C:3]([C:5]1[CH:25]=[CH:24][C:8]2[N:9]([CH2:27][C:28]3[CH:33]=[CH:32][CH:31]=[C:30]([O:34][CH3:35])[CH:29]=3)[C:10]([C:12](=[O:23])[NH:13][CH:14]3[CH2:19][CH2:18][N:17]([CH:20]([CH3:22])[CH3:21])[CH2:16][CH2:15]3)=[N:11][C:7]=2[CH:6]=1)=[O:4].[CH3:1][O:2][C:3]([C:5]1[CH:25]=[CH:24][C:8]2[N:9]=[C:10]([C:12](=[O:23])[NH:13][CH:14]3[CH2:19][CH2:18][N:17]([CH:20]([CH3:22])[CH3:21])[CH2:16][CH2:15]3)[N:11]([CH2:27][C:28]3[CH:33]=[CH:32][CH:31]=[C:30]([O:34][CH3:35])[CH:29]=3)[C:7]=2[CH:6]=1)=[O:4] |f:2.3|. Product: COC(=O)C1=CC2=C(N(C(=N2)C(NC2CCN(CC2)C(C)C)=O)CC2=CC(=CC=C2)OC)C=C1 (2-(1-Isopropyl-piperidin-4-ylcarbamoyl)-1-(3-methoxy-benzyl)-1H-benzoimidazole-5-carboxylic acid methyl ester), COC(=O)C1=CC2=C(N=C(N2CC2=CC(=CC=C2)OC)C(NC2CCN(CC2)C(C)C)=O)C=C1 (2-(1-Isopropyl-piperidin-4-ylcarbamoyl)-3-(3-methoxy-benyl)-3H-benzoimidazole-5-carboxylic acid methyl ester). Run in C(=O)O (formic acid). The reactants are COC(=O)C1=CC2=C(NC(=N2)C(NC2CCN(CC2)C(C)C)=O)C=C1 (2-(1-Isopropyl-piperidin-4-ylcarbamoyl)-1H-benzoimidazole-5-carboxylic acid methyl ester), BrCC1=CC(=CC=C1)OC (1-bromomethyl-3-methoxy-benzene), CC#N.O (CH3CN H2O). Procedure: 2-(1-Isopropyl-piperidin-4-ylcarbamoyl)-1-(3-methoxy-benzyl)-1H-benzoimidazole-5-carboxylic acid methyl ester and 2-(1-Isopropyl-piperidin-4-ylcarbamoyl)-3-(3-methoxy-benyl)-3H-benzoimidazole-5-carboxylic acid methyl ester were prepared by a procedure according to example 5 iii) starting from 300 mg (0.87 mmol) 2-(1-Isopropyl-piperidin-4-ylcarbamoyl)-1H-benzoimidazole-5-carboxylic acid methyl ester and 210.2 mg (1.04 mmol) 1-bromomethyl-3-methoxy-benzene. Preparative RP-HPLC (CH3CN/H2O gradient+... Starting materials: ClC=1C=CC2=C(C(=NCC(=N2)NN)C2=C(C=CC=C2)Cl)C1 (7-chloro-5-(o-chlorophenyl)-3H-1,4-benzodiazepin-2-yl-hydrazine), ClC(C(=O)Cl)CC (α-chlorobutyryl chloride). Yields the product ClC=1C=CC2=C(C(=NCC=3N2C(=NN3)C(CC)Cl)C3=C(C=CC=C3)Cl)C1 (8-chloro-1-(α-chloropropyl)-6-(o-chlorophenyl)-4H-s-triazolo[4,3-a][1,4]benzodiazepine). Reaction SMILES: [Cl:1][C:2]1[CH:3]=[CH:4][C:5]2[N:11]=[C:10]([NH:12][NH2:13])[CH2:9][N:8]=[C:7]([C:14]3[CH:19]=[CH:18][CH:17]=[CH:16][C:15]=3[Cl:20])[C:6]=2[CH:21]=1.[Cl:22][CH:23]([CH2:27][CH3:28])[C:24](Cl)=O>>[Cl:1][C:2]1[CH:3]=[CH:4][C:5]2[N:11]3[C:24]([CH:23]([Cl:22])[CH2:27][CH3:28])=[N:13][N:12]=[C:10]3[CH2:9][N:8]=[C:7]([C:14]3[CH:19]=[CH:18][CH:17]=[CH:16][C:15]=3[Cl:20])[C:6]=2[CH:21]=1. Procedure: In the manner given in Preparation 2, 7-chloro-5-(o-chlorophenyl)-3H-1,4-benzodiazepin-2-yl-hydrazine was reacted with α-chlorobutyryl chloride (CHE--CH2 --CHCl--COCl) to give 8-chloro-1-(α-chloropropyl)-6-(o-chlorophenyl)-4H-s-triazolo[4,3-a][1,4]benzodiazepine.